Dataset: the Open Reaction Database (ORD), a public repository of structured organic reaction records. Task: describe an organic reaction: reactants, conditions, products, and yield Reactants: C([O-])([O-])=O.[Na+].[Na+] (sodium carbonate), [N+](=O)([O-])C1=CC=C(C(=C1)C)S(=O)(=O)Cl (5-nitro-o-toluenesulfonyl chloride), NC=1C=C(C=C2C=C(C=C(C12)S(=O)(=O)O)S(=O)(=O)O)S(=O)(=O)O (8-amino-1,3,6-naphthalenetrisulfonic acid), C1=CC(=CC=C1N=NC2C(=NN(C2=O)C3=CC=C(C=C3)S(=O)(=O)[O-])C(=O)[O-])S(=O)(=O)[O-].[Na+].[Na+].[Na+] (trisodium salt), preceding compound, C([O-])([O-])=O.[Na+].[Na+] (sodium carbonate). Run in O (water). Conditions: time 18 hour. Product: [N+](=O)([O-])C1=CC=C(C(=C1)C)S(=O)(=O)NC=1C=C(C=C2C=C(C=C(C12)S(=O)(=O)O)S(=O)(=O)O)S(=O)(=O)O (8-(5-nitro-o-toluenesulfonamido)-1,3,6-naphthalenetrisulfonic acid). The yield is 841.4%. As a reaction SMILES: [NH2:1][C:2]1[CH:3]=[C:4]([S:20]([OH:23])(=[O:22])=[O:21])[CH:5]=[C:6]2[C:11]=1[C:10]([S:12]([OH:15])(=[O:14])=[O:13])=[CH:9][C:8]([S:16]([OH:19])(=[O:18])=[O:17])=[CH:7]2.C1C(N=NC2C(=O)N(C3C=CC(S([O-])(=O)=O)=CC=3)N=C2C([O-])=O)=CC=C(S([O-])(=O)=O)C=1.[Na+].[Na+].[Na+].C(=O)([O-])[O-].[Na+].[Na+].[N+:64]([C:67]1[CH:72]=[C:71]([CH3:73])[C:70]([S:74](Cl)(=[O:76])=[O:75])=[CH:69][CH:68]=1)([O-:66])=[O:65]>O>[N+:64]([C:67]1[CH:72]=[C:71]([CH3:73])[C:70]([S:74]([NH:1][C:2]2[CH:3]=[C:4]([S:20]([OH:23])(=[O:22])=[O:21])[CH:5]=[C:6]3[C:11]=2[C:10]([S:12]([OH:15])(=[O:14])=[O:13])=[CH:9][C:8]([S:16]([OH:19])(=[O:17])=[O:18])=[CH:7]3)(=[O:76])=[O:75])=[CH:69][CH:68]=1)([O-:66])=[O:65] |f:1.2.3.4,5.6.7|. Procedure: A mixture of 17.0 g of 8-amino-1,3,6-naphthalenetrisulfonic acid, trisodium salt, 17.5 g of the preceding compound and 7.8 g of anhydrous sodium carbonate in 210 ml of water is stirred at room temperature for 18 hours, then an additional 0.5 g of sodium carbonate and 1.0 g of 5-nitro-o-toluenesulfonyl chloride is added and stirring is continued for 18 hours longer. The reaction mixture is evaporated and 100 ml of water is added with stirring. The mixture is filtered and 900 ml of absolute ethano... Starting materials: [K+], [K+], Nc1c(Nc2cccnc2)c(=O)c1=O, O=C([O-])[O-], CC(C)(C)C(NC(=O)c1ccc(-c2ccco2)cc1)n1nnc2ccccc21. The product is CC(C)(C)C(NC(=O)c1ccc(-c2ccco2)cc1)Nc1c(Nc2cccnc2)c(=O)c1=O. As a reaction SMILES: [K+:43].[K+:44].[NH2:1][c:2]1[c:3](=[O:14])[c:4](=[O:13])[c:5]1[NH:6][c:7]1[cH:8][n:9][cH:10][cH:11][cH:12]1.[O-:45][C:46]([O-:47])=[O:48].[n:15]1([CH:24]([C:25]([CH3:26])([CH3:27])[CH3:28])[NH:29][C:30]([c:31]2[cH:32][cH:33][c:34](-[c:37]3[o:38][cH:39][cH:40][cH:41]3)[cH:35][cH:36]2)=[O:42])[c:16]2[cH:17][cH:18][cH:19][cH:20][c:21]2[n:22][n:23]1>>[NH:1]([c:2]1[c:3](=[O:14])[c:4](=[O:13])[c:5]1[NH:6][c:7]1[cH:8][n:9][cH:10][cH:11][cH:12]1)[CH:24]([C:25]([CH3:26])([CH3:27])[CH3:28])[NH:29][C:30]([c:31]1[cH:32][cH:33][c:34](-[c:37]2[o:38][cH:39][cH:40][cH:41]2)[cH:35][cH:36]1)=[O:42]. Reactants: FC1=CC=C(C=C1)N1C=C(C2=CC=CC=C12)CCCCN1CCC2(CC1)OCC1=CC=CC=C12 (1′-[4-[1-(4-fluorophenyl)-1H-indole-3-yl]-1-butyl]-spiro[isobenzofuran-1(3H),4′-piperidine]), Br (hydrobromic acid). Run in 2-propanole. The product is Br.FC1=CC=C(C=C1)N1C=C(C2=CC=CC=C12)CCCCN1CCC2(CC1)OCC1=CC=CC=C12 (1′-[4-[1-(4-fluorophenyl)-1H-indole-3-yl]-1-butyl]-spiro[isobenzofuran-1(3H),4′-piperidine] hydrobromide). As a reaction SMILES: [F:1][C:2]1[CH:7]=[CH:6][C:5]([N:8]2[C:16]3[C:11](=[CH:12][CH:13]=[CH:14][CH:15]=3)[C:10]([CH2:17][CH2:18][CH2:19][CH2:20][N:21]3[CH2:26][CH2:25][C:24]4([C:34]5[C:29](=[CH:30][CH:31]=[CH:32][CH:33]=5)[CH2:28][O:27]4)[CH2:23][CH2:22]3)=[CH:9]2)=[CH:4][CH:3]=1.[BrH:35]>>[BrH:35].[F:1][C:2]1[CH:7]=[CH:6][C:5]([N:8]2[C:16]3[C:11](=[CH:12][CH:13]=[CH:14][CH:15]=3)[C:10]([CH2:17][CH2:18][CH2:19][CH2:20][N:21]3[CH2:22][CH2:23][C:24]4([C:34]5[C:29](=[CH:30][CH:31]=[CH:32][CH:33]=5)[CH2:28][O:27]4)[CH2:25][CH2:26]3)=[CH:9]2)=[CH:4][CH:3]=1 |f:2.3|. Reported procedure: 1′-[4-[1-(4-fluorophenyl)-1H-indole-3-yl]-1-butyl]-spiro[isobenzofuran-1(3H),4′-piperidine](1.05 g, oil) and 2-propanole (10 ml) was stirred and heated until the oil was dissolved. Aqueous hydrobromic acid (2.5 ml, 47% HBr) was added dropwise and a precipitate of the title compound was formed. More 2-propanole (5 ml) and hydrobromic acid (2.5 ml, 47% HBr) was added to the suspension. The suspension was cooled on ice and the precipitate was filtered off and dried. Reactants: [Cl-].[NH4+] (ammonium chloride), C(CCCCCCCCCC=C)N1C(=O)N(C=2N=CN(C2C1=O)C)C (1-(11-Dodecenyl)-3,7-dimethylxanthine), C=O (paraformaldehyde), [Mg] (magnesium), II (iodine), C(CCCCCCCCC=C)Br (10-undecenyl bromide). The solvent is O1CCCC1 (tetrahydrofuran), O1CCCC1 (tetrahydrofuran), O1CCCC1 (tetrahydrofuran). Run at time 30 minute. Product: C(CCCCCCCCCC=C)O (11-dodecenyl alcohol). Yield: 67.0%. RXN SMILES: [CH2:1](N1C(=O)C2N(C)C=NC=2N(C)C1=O)[CH2:2][CH2:3][CH2:4][CH2:5][CH2:6][CH2:7][CH2:8][CH2:9][CH2:10][CH:11]=[CH2:12].[Mg].II.C(Br)CCCCCCCCC=C.C=[O:42].[Cl-].[NH4+]>O1CCCC1>[CH2:1]([OH:42])[CH2:2][CH2:3][CH2:4][CH2:5][CH2:6][CH2:7][CH2:8][CH2:9][CH2:10][CH:11]=[CH2:12] |f:5.6|. Reported procedure: This example illustrates the synthesis of 1-(11-Dodecenyl)-3,7-dimethylxanthine (CT2516). To a suspension of magnesium (6.4 g, 265 mmol) and a crystal of iodine in tetrahydrofuran (40 ml) was added 10-undecenyl bromide (12.25 g, 53.0 mmol) in tetrahydrofuran (30 ml) over 30 min and the reaction stirred for a further 30 min after the addition was complete. The solution was added via a canula over 5 min to a suspension of paraformaldehyde (1.80 g, 60.0 mmol) in tetrahydrofuran (40 ml) and stirred ...